Task: describe an organic reaction: reactants, conditions, products, and yield. Dataset: the Open Reaction Database (ORD), a public repository of structured organic reaction records Starting materials: Cc1ccccc1, O=c1[nH]ncc(-c2ccc(Cl)cc2)c1-c1ccc(Cl)cc1, O=P(Cl)(Cl)Cl, c1ccncc1. Product: Clc1ccc(-c2cnnc(Cl)c2-c2ccc(Cl)cc2)cc1. Reaction SMILES: [CH3:33][c:34]1[cH:35][cH:36][cH:37][cH:38][cH:39]1.[Cl:1][c:2]1[cH:3][cH:4][c:5](-[c:8]2[c:9](=[O:21])[nH:10][n:11][cH:12][c:13]2-[c:14]2[cH:15][cH:16][c:17]([Cl:20])[cH:18][cH:19]2)[cH:6][cH:7]1.[P:28]([Cl:29])([Cl:30])([Cl:31])=[O:32].[cH:22]1[cH:23][cH:24][n:25][cH:26][cH:27]1>>[Cl:1][c:2]1[cH:3][cH:4][c:5](-[c:8]2[c:9]([Cl:30])[n:10][n:11][cH:12][c:13]2-[c:14]2[cH:15][cH:16][c:17]([Cl:20])[cH:18][cH:19]2)[cH:6][cH:7]1.